Dataset: the Open Reaction Database (ORD), a public repository of structured organic reaction records. Task: describe an organic reaction: reactants, conditions, products, and yield Starting materials: O1C(=CC2=C1C=CC=C2)C(CN)O (2-(2-benzofuranyl)-2-hydroxy ethanamine), CC1=CC=C(C=C1)CC(C)=O (4-methylphenylacetone), O (water). The solvent is C1=CC=CC=C1 (benzene). Yields the product CC1=CC=C(C=C1)CC(C)NCC(O)C=1OC2=C(C1)C=CC=C2 (N-[2-(4-methylphenyl)-1-methylethyl]-2-(2-benzofuranyl)-2-hydroxy ethanamine). As a reaction SMILES: [O:1]1[C:5]2[CH:6]=[CH:7][CH:8]=[CH:9][C:4]=2[CH:3]=[C:2]1[CH:10]([OH:13])[CH2:11][NH2:12].[CH3:14][C:15]1[CH:20]=[CH:19][C:18]([CH2:21][C:22](=O)[CH3:23])=[CH:17][CH:16]=1.O>C1C=CC=CC=1>[CH3:14][C:15]1[CH:20]=[CH:19][C:18]([CH2:21][CH:22]([NH:12][CH2:11][CH:10]([C:2]2[O:1][C:5]3[CH:6]=[CH:7][CH:8]=[CH:9][C:4]=3[CH:3]=2)[OH:13])[CH3:23])=[CH:17][CH:16]=1. Reported procedure: A mixture of 2-(2-benzofuranyl)-2-hydroxy ethanamine (1.0 g) and 4-methylphenylacetone (0.76 g) in benzene (50 ml) was heated under reflux using a Dean and Stark head until the required amount of water had been collected. The solvent was evaporated, replaced with ethanol (50 ml) and the solution hydrogenated at atmospheric pressure over platinum oxide until the theoretical amount of hydrogen had been taken up. The reaction mixture was filtered through diatomaceous earth, the filtrate evaporated ... Starting materials: Cc1cccc(C(=O)Cl)c1, Nc1cncc(Cl)n1, c1ccncc1. The product is Cc1cccc(C(=O)Nc2cncc(Cl)n2)c1. As a reaction SMILES: [CH3:9][c:10]1[cH:11][c:12]([C:13](=[O:14])[Cl:15])[cH:16][cH:17][cH:18]1.[NH2:1][c:2]1[n:3][c:4]([Cl:8])[cH:5][n:6][cH:7]1.[cH:19]1[cH:20][cH:21][n:22][cH:23][cH:24]1>>[NH:1]([c:2]1[n:3][c:4]([Cl:8])[cH:5][n:6][cH:7]1)[C:13]([c:12]1[cH:11][c:10]([CH3:9])[cH:18][cH:17][cH:16]1)=[O:14]. Starting materials: CC1(COB(OC1)C1=CC=NN1C)C (5-(5,5-dimethyl-1,3,2-dioxaborinan-2-yl)-1-methyl-1H-pyrazole), BrC1=CC(=CS1)C(=O)NC(CNC(OC(C)(C)C)=O)C1=CC=CC=C1 (1,1-dimethylethyl (2-{[(5-bromo-3-thienyl)carbonyl]amino}-2-phenylethyl)carbamate), C(=O)([O-])[O-].[K+].[K+] (K2CO3), CC1(COB(OC1)C1=CC=NN1C)C (5-(5,5-dimethyl-1,3,2-dioxaborinan-2-yl)-1-methyl-1H-pyrazole). Reagents/catalysts: C=1C=CC(=CC1)[P](C=2C=CC=CC2)(C=3C=CC=CC3)[Pd]([P](C=4C=CC=CC4)(C=5C=CC=CC5)C=6C=CC=CC6)([P](C=7C=CC=CC7)(C=8C=CC=CC8)C=9C=CC=CC9)[P](C=1C=CC=CC1)(C=1C=CC=CC1)C=1C=CC=CC1 (tetrakistriphenylphosphine Pd(0)), C=1C=CC(=CC1)[P](C=2C=CC=CC2)(C=3C=CC=CC3)[Pd]([P](C=4C=CC=CC4)(C=5C=CC=CC5)C=6C=CC=CC6)([P](C=7C=CC=CC7)(C=8C=CC=CC8)C=9C=CC=CC9)[P](C=1C=CC=CC1)(C=1C=CC=CC1)C=1C=CC=CC1 (tetrakistriphenylphosphine Pd(0)). Run in O1CCOCC1.O (dioxane H2O). Reaction conditions: temperature 80 celsius, time 5 hour. The product is CN1N=CC=C1C1=CC(=CS1)C(=O)NC(CNC(OC(C)(C)C)=O)C1=CC=CC=C1 (1,1-dimethylethyl [2-({[5-(1-methyl-1H-pyrazol-5-yl)-3-thienyl]carbonyl}amino)-2-phenylethyl]carbamate). Yield: 99.7%. Reaction SMILES: Br[C:2]1[S:6][CH:5]=[C:4]([C:7]([NH:9][CH:10]([C:20]2[CH:25]=[CH:24][CH:23]=[CH:22][CH:21]=2)[CH2:11][NH:12][C:13](=[O:19])[O:14][C:15]([CH3:18])([CH3:17])[CH3:16])=[O:8])[CH:3]=1.C([O-])([O-])=O.[K+].[K+].CC1(C)COB([C:39]2[N:43]([CH3:44])[N:42]=[CH:41][CH:40]=2)OC1>O1CCOCC1.O.C1C=CC([P]([Pd]([P](C2C=CC=CC=2)(C2C=CC=CC=2)C2C=CC=CC=2)([P](C2C=CC=CC=2)(C2C=CC=CC=2)C2C=CC=CC=2)[P](C2C=CC=CC=2)(C2C=CC=CC=2)C2C=CC=CC=2)(C2C=CC=CC=2)C2C=CC=CC=2)=CC=1>[CH3:44][N:43]1[C:39]([C:2]2[S:6][CH:5]=[C:4]([C:7]([NH:9][CH:10]([C:20]3[CH:25]=[CH:24][CH:23]=[CH:22][CH:21]=3)[CH2:11][NH:12][C:13](=[O:19])[O:14][C:15]([CH3:18])([CH3:17])[CH3:16])=[O:8])[CH:3]=2)=[CH:40][CH:41]=[N:42]1 |f:1.2.3,5.6,^1:56,58,77,96|. Procedure: To a solution of 1,1-dimethylethyl (2-{[(5-bromo-3-thienyl)carbonyl]amino}-2-phenylethyl)carbamate (250 mg, 0.588 mmol) in dioxane/H2O (5:1, 6 mL) was added K2CO3 (325 mg, 2.35 mmol), tetrakistriphenylphosphine Pd(0) (34 mg, 29.4 μmol) and 5-(5,5-dimethyl-1,3,2-dioxaborinan-2-yl)-1-methyl-1H-pyrazole (126 mg, 0.647 mmol). The reaction mixture was heated to 80° C. in a sealed tube. After 5 h, additional tetrakistriphenylphosphine Pd(0) (34 mg, 29.4 μmol) and 5-(5,5-dimethyl-1,3,2-dioxaborinan-2-y... The reactants are NCCC1=CC=C(C=C1)O (tyramine), CCN(C(C)C)C(C)C (DIEA), ClC1=NC(=NC(=N1)Cl)N(C)CCCC1=CC=C(C=C1)F (2,4-dichloro-6-{[3-(4-fluorophenyl)propyl]methylamino}-1,3,5-triazine), CN(C)C=O (DMF), CN(C)C=O (DMF), CN(C)C=O (DMF), Intermediate 13, FC1=CC=C(C=C1)CCCNC (N-[3-(4-fluorophenyl)propyl]-N-methylamine), Intermediate 5. Reaction SMILES: NCCC1C=[CH:8][C:7]([OH:10])=[CH:6]C=1.[CH3:11]CN(C(C)C)C(C)C.[Cl:20][C:21]1[N:26]=[C:25]([Cl:27])[N:24]=[C:23]([N:28]([CH2:30][CH2:31]CC2C=CC(F)=CC=2)[CH3:29])[N:22]=1.FC1C=CC(CCCNC)=CC=1.[CH3:52][N:53]([CH:55]=[O:56])C>>[C:7]([O:10][C:55]([N:53]1[CH2:52][CH2:29][N:28]([C:23]2[N:24]=[C:25]([Cl:27])[N:26]=[C:21]([Cl:20])[N:22]=2)[CH2:30][CH2:31]1)=[O:56])([CH3:6])([CH3:8])[CH3:11]. Procedure details: A solution of tyramine (302 mg, 2.3 mmol) and DIEA (299 mg, 2.3 mmol) in DMF (5 mL) was added dropwise to a DMF solution (5 mL) of 2,4-dichloro-6-{[3-(4-fluorophenyl)propyl]methylamino}-1,3,5-triazine (prepared in 92% yield via the procedure outlined for the preparation of Intermediate 13, using N-[3-(4-fluorophenyl)propyl]-N-methylamine, Intermediate 5), (714 mg, 2.3 mmol) in DMF (10 mL). The resulting solution was stirred at RT for 2 h. The solvent was removed under reduced pressure and the re... Yield: 100.0%. Product: C(C)(C)(C)OC(=O)N1CCN(CC1)C1=NC(=NC(=N1)Cl)Cl (tert-butyl-4-(4,6-dichloro-1,3,5-triazin-2-yl)-1-piperazinecarboxylate). Conditions: time 2 hour.